This data is from the Open Reaction Database (ORD), a public repository of structured organic reaction records. The task is: describe an organic reaction: reactants, conditions, products, and yield The reactants are O=C([O-])[O-], CC(C)(C)c1ccc(Br)cc1, Cc1ccccc1, CCOC(C)=O, [Cs+], [Cs+], Oc1ccccc1, O=C(O)c1cccc2ccccc12. Product: CC(C)(C)c1ccc(Oc2ccccc2)cc1. Reaction SMILES: [C:19](=[O:20])([O-:21])[O-:22].[C:1]([CH3:2])([CH3:3])([CH3:4])[c:5]1[cH:6][cH:7][c:8]([Br:11])[cH:9][cH:10]1.[CH3:38][c:39]1[cH:40][cH:41][cH:42][cH:43][cH:44]1.[CH3:45][CH2:46][O:47][C:48](=[O:49])[CH3:50].[Cs+:23].[Cs+:24].[OH:12][c:13]1[cH:14][cH:15][cH:16][cH:17][cH:18]1.[OH:25][C:26]([c:27]1[c:28]2[c:29]([cH:30][cH:31][cH:32][cH:33]2)[cH:34][cH:35][cH:36]1)=[O:37]>>[C:1]([CH3:2])([CH3:3])([CH3:4])[c:5]1[cH:6][cH:7][c:8]([O:12][c:13]2[cH:14][cH:15][cH:16][cH:17][cH:18]2)[cH:9][cH:10]1.